From a dataset of the Open Reaction Database (ORD), a public repository of structured organic reaction records. describe an organic reaction: reactants, conditions, products, and yield Reaction SMILES: [Cl:1][C:2]1[CH:3]=[C:4](/[C:12](=[N:16]\[O:17][CH:18]2[CH2:22][CH2:21][CH2:20][CH2:19]2)/[C:13]([OH:15])=O)[CH:5]=[CH:6][C:7]=1[S:8]([CH3:11])(=[O:10])=[O:9].[O:23]1[CH:27]=[CH:26][C:25]([NH2:28])=[N:24]1.C(N(CC)C(C)C)(C)C>C(#N)C>[Cl:1][C:2]1[CH:3]=[C:4](/[C:12](=[N:16]\[O:17][CH:18]2[CH2:22][CH2:21][CH2:20][CH2:19]2)/[C:13]([NH:28][C:25]2[CH:26]=[CH:27][O:23][N:24]=2)=[O:15])[CH:5]=[CH:6][C:7]=1[S:8]([CH3:11])(=[O:9])=[O:10]. Starting materials: ClC=1C=C(C=CC1S(=O)(=O)C)\C(\C(=O)O)=N/OC1CCCC1 ((E)-(3-Chloro-4-methanesulfonyl-phenyl)-cyclopentyloxyimino-acetic acid), O-(7-Azabenzotriazole-1-yl)-N,N,N′N′-tetramethyluronium hexafluorophosphate, O1N=C(C=C1)N (isoxazol-3-ylamine), C(C)(C)N(C(C)C)CC (N,N-diisopropylethylamine). Run in C(C)#N (acetonitrile). Reaction conditions: time 2 hour. Yields the product ClC=1C=C(C=CC1S(=O)(=O)C)\C(\C(=O)NC1=NOC=C1)=N/OC1CCCC1 ((E)-2-(3-chloro-4-methanesulfonyl-phenyl)-2-cyclopentyloxyimino-N-isoxazol-3-yl-acetamide). Reported procedure: (E)-(3-Chloro-4-methanesulfonyl-phenyl)-cyclopentyloxyimino-acetic acid (prepared as in Example 1, 93 mg, 0.27 mmol), isoxazol-3-ylamine (29 □L, 0.30 mmol) and N,N-diisopropylethylamine (141 μL, 0.81 mmol) were combined in acetonitrile (1.25 mL) and cooled in an ice bath. O-(7-Azabenzotriazole-1-yl)-N,N,N′N′-tetramethyluronium hexafluorophosphate (103 mg, 0.27 mmol) was added and the ice bath was removed. After stirring 2 h, the reaction mixture was evaporated in vacuo. The residue was treated w... The yield is 33.3%. Starting materials: C(C)OC(COC12CC3CC(CC(C1)C3)C2)=O ((adamantan-1-yloxy)-acetic acid ethyl ester), [OH-].[K+] (potassium hydroxide). The solvent is O.C(C)O (water ethanol). Product: C12(CC3CC(CC(C1)C3)C2)OCC(=O)O ((Adamantan-1-yloxy)-acetic Acid). As a reaction SMILES: C([O:3][C:4](=[O:17])[CH2:5][O:6][C:7]12[CH2:16][CH:11]3[CH2:12][CH:13]([CH2:15][CH:9]([CH2:10]3)[CH2:8]1)[CH2:14]2)C.[OH-].[K+]>O.C(O)C>[C:7]12([O:6][CH2:5][C:4]([OH:17])=[O:3])[CH2:16][CH:11]3[CH2:10][CH:9]([CH2:15][CH:13]([CH2:12]3)[CH2:14]1)[CH2:8]2 |f:1.2,3.4|. Procedure: A mixture of (adamantan-1-yloxy)-acetic acid ethyl ester (A. F. Noels et al. Tetrahedron, 1982, 38, 2733) (7.29 g, 29 mmol) and potassium hydroxide (2.60 g, 46 mmol) in water-ethanol (1:2 mixture, 180 ml) was heated at reflux for 2 h. The mixture was cooled, then concentrated in vacuum and acidified with concentrated hydrochloric acid. The resultant white precipitate was dissolved in ethyl acetate (200 ml). The solution was washed with brine (2×200 ml), dried (MgSO4) and the solvent was evaporat... The reactants are C(C(C)C)N (Isobutylamine), BrCC(=O)O (bromoacetic acid). Conditions: time 8 hour. Yields the product C(C(C)C)NCC(=O)O (N-isobutylglycine). RXN SMILES: [CH2:1]([NH2:5])[CH:2]([CH3:4])[CH3:3].Br[CH2:7][C:8]([OH:10])=[O:9]>>[CH2:1]([NH:5][CH2:7][C:8]([OH:10])=[O:9])[CH:2]([CH3:4])[CH3:3]. Procedure details: Isobutylamine (50 mL, 0.5 mol) was cooled in an ice bath, and bromoacetic acid (6.1 g, 43.9 mmol) added slowly as a solid, insuring that each piece dissolved. After stirring overnight, the excess amine was removed and MeOH was added to the resulting oil. The resulting mixture was concentrated, and repeated using MeOH/HCl. Finally, a white solid was recrystallized from ethanol/ether to provide N-isobutylglycine.HCl (3.95 g, 53.7%). The reactants are c1ccc(Cc2ccccc2)cc1, CO, FC(F)(F)c1cccc(OC2CNC2)c1. Yields the product FC(F)(F)c1cccc(OC2CN(C(c3ccccc3)c3ccccc3)C2)c1. As a reaction SMILES: [CH2:16]([c:17]1[cH:18][cH:19][cH:20][cH:21][cH:22]1)[c:23]1[cH:24][cH:25][cH:26][cH:27][cH:28]1.[CH3:29][OH:30].[F:1][C:2]([c:3]1[cH:4][c:5]([O:6][CH:7]2[CH2:8][NH:9][CH2:10]2)[cH:11][cH:12][cH:13]1)([F:14])[F:15]>>[F:1][C:2]([c:3]1[cH:4][c:5]([O:6][CH:7]2[CH2:8][N:9]([CH:16]([c:17]3[cH:18][cH:19][cH:20][cH:21][cH:22]3)[c:23]3[cH:24][cH:25][cH:26][cH:27][cH:28]3)[CH2:10]2)[cH:11][cH:12][cH:13]1)([F:14])[F:15]. Reactants: CC1(C)CC(=O)c2ccc(OS(=O)(=O)C(F)(F)F)cc21, OB(O)c1ccc(Cl)c(Cl)c1. Product: CC1(C)CC(=O)c2ccc(-c3ccc(Cl)c(Cl)c3)cc21. As a reaction SMILES: [CH3:1][C:2]1([CH3:20])[CH2:3][C:4](=[O:19])[c:5]2[cH:6][cH:7][c:8]([O:11][S:12]([C:13]([F:14])([F:15])[F:16])(=[O:17])=[O:18])[cH:9][c:10]21.[Cl:21][c:22]1[cH:23][c:24]([B:29]([OH:30])[OH:31])[cH:25][cH:26][c:27]1[Cl:28]>>[CH3:1][C:2]1([CH3:20])[CH2:3][C:4](=[O:19])[c:5]2[cH:6][cH:7][c:8](-[c:24]3[cH:23][c:22]([Cl:21])[c:27]([Cl:28])[cH:26][cH:25]3)[cH:9][c:10]21. Starting materials: C(CC)N (n-propylamine), O1C(COC2=CC=C3C(C=C(OC3=C2)C2=CC=CC=C2)=O)C1 (7-(2,3-epoxypropoxy)flavone). The solvent is C(C)O (ethanol). Yields the product OC(COC1=CC=C2C(C=C(OC2=C1)C1=CC=CC=C1)=O)CNCCC (7-[2-hydroxy-3-(propylamino)propoxy]flavone). The yield is 56.9%. RXN SMILES: [CH2:1]([NH2:4])[CH2:2][CH3:3].[O:5]1[CH2:26][CH:6]1[CH2:7][O:8][C:9]1[CH:18]=[C:17]2[C:12]([C:13](=[O:25])[CH:14]=[C:15]([C:19]3[CH:24]=[CH:23][CH:22]=[CH:21][CH:20]=3)[O:16]2)=[CH:11][CH:10]=1>C(O)C>[OH:5][CH:6]([CH2:26][NH:4][CH2:1][CH2:2][CH3:3])[CH2:7][O:8][C:9]1[CH:18]=[C:17]2[C:12]([C:13](=[O:25])[CH:14]=[C:15]([C:19]3[CH:24]=[CH:23][CH:22]=[CH:21][CH:20]=3)[O:16]2)=[CH:11][CH:10]=1. Procedure details: To 10.35 liters (125.9 mol) of n-propylamine were added 530 g (1.8 mol) of 7-(2,3-epoxypropoxy)flavone and 5.4 liters of abs ethanol. The mixture was heated at 50° to 55° for 1.5 hr, with stirring. The reaction mixture was cooled and clarified by filtration, and the filtrate concentrated in a rotary evaporator to a volume of 4.0 liters. The resulting solid product was filtered and washed with 1 liter abs ethanol; yield 383 g (60%) of a bright yellow solid, m.p. 144°-146°. The bright yellow solid... Starting materials: FC1=CC=C(C=C1)C1=C(N(N=N1)C)C(C)=O (1-[5-(4-fluoro-phenyl)-3-methyl-3H-[1,2,3]triazol-4-yl]-ethanone), CC(=O)OCC1=C2C=CC=CC2=C(C3=CC=CC=C31)COC(=O)C (acetic), BrBr (bromine), BrBr (bromine). Run in C(Cl)(Cl)Cl (chloroform), C(Cl)(Cl)Cl (chloroform). Yields the product BrCC(=O)C=1N(N=NC1C1=CC=C(C=C1)F)C (2-Bromo-1-[5-(4-fluoro-phenyl)-3-methyl-3H-[1,2,3]-triazol-4-yl]-ethanone). Yield: 63.7%. As a reaction SMILES: [F:1][C:2]1[CH:7]=[CH:6][C:5]([C:8]2[N:12]=[N:11][N:10]([CH3:13])[C:9]=2[C:14](=[O:16])[CH3:15])=[CH:4][CH:3]=1.CC(OCC1C2C(=CC=CC=2)C(COC(C)=O)=C2C=1C=CC=C2)=O.[Br:41]Br>C(Cl)(Cl)Cl>[Br:41][CH2:15][C:14]([C:9]1[N:10]([CH3:13])[N:11]=[N:12][C:8]=1[C:5]1[CH:4]=[CH:3][C:2]([F:1])=[CH:7][CH:6]=1)=[O:16]. Reported procedure: A solution of 1-[5-(4-fluoro-phenyl)-3-methyl-3H-[1,2,3]triazol-4-yl]-ethanone (4.02 g, 18.34 mmol) was dissolved in chloroform (18 mL) and acetic (0.36 mL) was heated to reflux and then a solution of bromine (1.04 mL, 20.17 mmol) in chloroform (9 mL) was added dropwise within 10 min at and after 1 h bromine (0.10 mL, 2.02 mmol) was added and heated under reflux for 1 h. After cooling to room temperature the mixture was poured onto ice-water and the mixture extracted with dichloromethane. The co... The reactants are C(CCCCCCCCCCCCC)[Mg]Cl (tetradecylmagnesium chloride), B(OCC)(OCC)OCC (triethyl borate). Solvent: C1CCOC1 (THF). Run at temperature -20 celsius. Yields the product C(CCCCCCCCCCCCC)B(O)O (n-tetradecylboronic acid). The yield is 93.0%. RXN SMILES: [CH2:1]([Mg]Cl)[CH2:2][CH2:3][CH2:4][CH2:5][CH2:6][CH2:7][CH2:8][CH2:9][CH2:10][CH2:11][CH2:12][CH2:13][CH3:14].[B:17](OCC)([O:21]CC)[O:18]CC>C1COCC1>[CH2:1]([B:17]([OH:21])[OH:18])[CH2:2][CH2:3][CH2:4][CH2:5][CH2:6][CH2:7][CH2:8][CH2:9][CH2:10][CH2:11][CH2:12][CH2:13][CH3:14]. Procedure details: To a stirred solution of tetradecylmagnesium chloride (50 ml, 1M in THF) was added at −20° C. to THF (50 ml) followed by triethyl borate (10.2 ml, 60 mmol). The reaction mixture was stirred briefly at −20° C., and warmed up slowly over 3 hours to room temperature. Most of the solvent was removed on rotary evaporator and the concentrated mixture was poured into water (300 ml) and pH of the mixture was adjusted to about pH 4 using 12N hydrochloric acid. After being stirred for 10 hours, precipitat... The reactants are BrC=1C=C2C(=CC=NC2=CC1)Cl (6-bromo-4-chloroquinoline), [Li]CCCC (n-BuLi), CON(C(=O)C=1N=CSC1)C (N-methoxy-N-methylthiazole-4-carboxamide). The solvent is C1CCOC1 (THF), C1CCOC1 (THF). Run at time 2 hour. Yields the product ClC1=CC=NC2=CC=C(C=C12)C(=O)C=1N=CSC1 ((4-chloroquinolin-6-yl)(thiazol-4-yl)methanone). As a reaction SMILES: Br[C:2]1[CH:3]=[C:4]2[C:9](=[CH:10][CH:11]=1)[N:8]=[CH:7][CH:6]=[C:5]2[Cl:12].[Li]CCCC.CON(C)[C:21]([C:23]1[N:24]=[CH:25][S:26][CH:27]=1)=[O:22]>C1COCC1>[Cl:12][C:5]1[C:4]2[C:9](=[CH:10][CH:11]=[C:2]([C:21]([C:23]3[N:24]=[CH:25][S:26][CH:27]=3)=[O:22])[CH:3]=2)[N:8]=[CH:7][CH:6]=1. Reported procedure: To a solution of 6-bromo-4-chloroquinoline (0.459 g, 1.89 mmol) in THF (8 mL) was added n-BuLi (1.12 mL, 1.80 mmol, 1.6M in hexane) at −78° C. under argon and the resulting mixture was stirred for 2 hr. A solution of N-methoxy-N-methylthiazole-4-carboxamide (0.39 g, 2.27 mmol) in THF (2 mL) was added and the resulting mixture was allowed to warm to room temperature and stirred at room temperature for 2 hr. The reaction mixture was quenched with ice and saturated NH4Cl. The aqueous layer was extr... The reactants are Cc1ccc(CO)cc1OCc1ccccc1, ClCCl. Product: Cc1ccc(C=O)cc1OCc1ccccc1. Reaction SMILES: [CH2:1]([c:2]1[cH:3][cH:4][cH:5][cH:6][cH:7]1)[O:8][c:9]1[cH:10][c:11]([CH2:16][OH:17])[cH:12][cH:13][c:14]1[CH3:15].[Cl:18][CH2:19][Cl:20]>>[CH2:1]([c:2]1[cH:3][cH:4][cH:5][cH:6][cH:7]1)[O:8][c:9]1[cH:10][c:11]([CH:16]=[O:17])[cH:12][cH:13][c:14]1[CH3:15].